describe an organic reaction: reactants, conditions, products, and yield From a dataset of the Open Reaction Database (ORD), a public repository of structured organic reaction records. Starting materials: C(C)(=O)C1=C(C=C(C=C1)OC)NC(=O)C1=NC=CC=C1 (Pyridine-2-carboxylic acid (2-acetyl-5-methoxy-phenyl)-amide), CC(C)(C)[O-].[K+].C1CCOC1 (t-BuOK THF). Solvent: C1CCOC1 (THF). Conditions: temperature 70 celsius. Yields the product COC1=CC=C2C(=CC(=NC2=C1)C1=NC=CC=C1)O (7-Methoxy-2-pyridin-2-yl-quinolin-4-ol). Isolated yield 83.7%. Reaction SMILES: [C:1]([C:4]1[CH:9]=[CH:8][C:7]([O:10][CH3:11])=[CH:6][C:5]=1[NH:12][C:13]([C:15]1[CH:20]=[CH:19][CH:18]=[CH:17][N:16]=1)=O)(=[O:3])[CH3:2].CC([O-])(C)C.[K+].C1COCC1>C1COCC1>[CH3:11][O:10][C:7]1[CH:6]=[C:5]2[C:4]([C:1]([OH:3])=[CH:2][C:13]([C:15]3[CH:20]=[CH:19][CH:18]=[CH:17][N:16]=3)=[N:12]2)=[CH:9][CH:8]=1 |f:1.2.3|. Procedure details: To a suspension suspension of Pyridine-2-carboxylic acid (2-acetyl-5-methoxy-phenyl)-amide (2.90 g, 10.7 mmol) in THF (50 mL) was added t-BuOK/THF (1M, 24 mL, 24 mmol). The reaction mixture was heated at 70° C. for 3 h and stirred overnite. The solvent was removed the in vacuo. Cold water was added to the residue and adjusted pH to 4.6 with aqueous 1.0 N HCl, filtered. The solid residue was purified over a Biotage 65M column (MeOH/CH2Cl2: 0 to 15%) to provide the product (2.26 g, 84%): LC-MS (re... The reactants are C1CCOC1, CI, [H-], [Na+], O, O=C1CCCC2(CCN(c3cnc4ccccc4n3)CC2)N1Cc1cccc2[nH]ccc12. Yields the product Cn1ccc2c(CN3C(=O)CCCC34CCN(c3cnc5ccccc5n3)CC4)cccc21. RXN SMILES: [CH2:38]1[O:39][CH2:40][CH2:41][CH2:42]1.[CH3:35][I:36].[H-:34].[Na+:33].[OH2:37].[nH:1]1[cH:2][cH:3][c:4]2[c:5]([CH2:10][N:11]3[C:12](=[O:32])[CH2:13][CH2:14][CH2:15][C:16]34[CH2:17][CH2:18][N:19]([c:22]3[n:23][c:24]5[cH:25][cH:26][cH:27][cH:28][c:29]5[n:30][cH:31]3)[CH2:20][CH2:21]4)[cH:6][cH:7][cH:8][c:9]12>>[n:1]1([CH3:35])[cH:2][cH:3][c:4]2[c:5]([CH2:10][N:11]3[C:12](=[O:32])[CH2:13][CH2:14][CH2:15][C:16]34[CH2:17][CH2:18][N:19]([c:22]3[n:23][c:24]5[cH:25][cH:26][cH:27][cH:28][c:29]5[n:30][cH:31]3)[CH2:20][CH2:21]4)[cH:6][cH:7][cH:8][c:9]12. RXN SMILES: [C:1]1([CH2:7][C:8](=O)[CH2:9][CH2:10][CH3:11])[CH:6]=[CH:5][CH:4]=[CH:3][CH:2]=1.[C:13]([O:22][CH2:23][CH3:24])(=[O:21])[CH2:14][CH2:15][C:16]([O:18][CH2:19][CH3:20])=O.CC(C)([O-:28])C.[K+].C([O-])(=O)C.[Na+]>C(O)(C)(C)C.C(OC(=O)C)(=O)C.ClCCl.CCCCCC>[CH2:23]([O:22][C:13]([C:14]1[CH:15]=[C:16]([O:18][C:19](=[O:28])[CH3:20])[C:6]2[C:1](=[CH:2][CH:3]=[CH:4][CH:5]=2)[C:7]=1[CH2:8][CH2:9][CH2:10][CH3:11])=[O:21])[CH3:24] |f:2.3,4.5,8.9|. Yield: 61.9%. Run in C(C)(C)(C)O (t-butanol), C(C)(=O)OC(C)=O (acetic anhydride), ClCCl.CCCCCC (dichloromethane hexane). Starting materials: C1(=CC=CC=C1)CC(CCC)=O (1-phenylpentanone), C(CCC(=O)OCC)(=O)OCC (diethyl succinate), CC(C)([O-])C.[K+] (potassium t-butoxide), crude product, mixture, 3-(ethoxycarbonyl)-3-octenoic acids, C(C)(=O)[O-].[Na+] (sodium acetate). Reported procedure: As in Example 130, 1-phenylpentanone (50 g) was reacted with diethyl succinate (80.5 g) in t-butanol at 60° C. for 6 hours in the presence of potassium t-butoxide (38 g). The normal work up furnished 81 g of a mixture of the isomeric 3-(ethoxycarbonyl)-3-octenoic acids as an oil. The acids (79.4 g) were cyclized as before by refluxing in acetic anhydride (500 mL) containing sodium acetate (22.5 g) for 9 hours. After work up, the crude product was passed through a short column of silica gel (650 ... Product: C(C)OC(=O)C1=C(C2=CC=CC=C2C(=C1)OC(C)=O)CCCC (4-acetoxy-1-butyl-2-naphthalenecarboxylic acid ethyl ester).